From a dataset of the Open Reaction Database (ORD), a public repository of structured organic reaction records. describe an organic reaction: reactants, conditions, products, and yield The reactants are C1=C(C=CC2=CC=CC=C12)C(=O)Cl (2-naphthoyl chloride), C(C=C)(=O)OCC (ethyl acrylate). Product: C1=C(C=CC2=CC=CC=C12)C=CC(=O)OCC (ethyl β-(2-naphthyl)-acrylate). The yield is 88.0%. Reaction SMILES: [CH:1]1[C:10]2[C:5](=[CH:6][CH:7]=[CH:8][CH:9]=2)[CH:4]=[CH:3][C:2]=1[C:11](Cl)=O.[C:14]([O:18][CH2:19][CH3:20])(=[O:17])[CH:15]=C>>[CH:1]1[C:10]2[C:5](=[CH:6][CH:7]=[CH:8][CH:9]=2)[CH:4]=[CH:3][C:2]=1[CH:11]=[CH:15][C:14]([O:18][CH2:19][CH3:20])=[O:17]. Procedure: The procedure described in Example 28 is repeated, except that 9.55 g (0.05 mol) of 2-naphthoyl chloride and 6.25 g (0.0625 mol) of ethyl acrylate are used. After a reaction time of 2 hours at 120° C., 9.9 g (0.044 mol) of ethyl β-(2-naphthyl)-acrylate are obtained, corresponding to a yield of 88% of theory; boiling point 106°-110° C./4 Pa. Analysis for C15H14O2 (molecular weight 188): calculated C 79.62%, H 6.24%, O 14.14%; found C 79.39%, H 6.49%, O 14.08%. The reactants are O=C1CCC(=O)N1Br, Cc1cc(Br)ccc1C(=O)O, CN(C)C#N, CCC(=O)OC, [Hg]. Product: O=C1OCc2cc(Br)ccc21. Reaction SMILES: [Br:12][N:13]1[C:14](=[O:15])[CH2:16][CH2:17][C:18]1=[O:19].[Br:1][c:2]1[cH:3][c:4]([CH3:11])[c:5]([C:6](=[O:7])[OH:8])[cH:9][cH:10]1.[C:20](#[N:21])[N:22]([CH3:23])[CH3:24].[C:25]([O:26][CH3:27])(=[O:28])[CH2:29][CH3:30].[Hg:31]>>[Br:1][c:2]1[cH:3][c:4]2[c:5]([cH:9][cH:10]1)[C:6](=[O:8])[O:7][CH2:11]2. The reactants are CC1(CCC(CC1)=O)C(=O)O (methyl 4-oxocyclohexanecarboxylic acid), N1CCOCC1 (morpholine). The reagents and catalysts are C1(=CC=C(C=C1)S(=O)(=O)O)C (p-toluenesulfonic acid). The solvent is C1(=CC=CC=C1)C (toluene). Yields the product CC1(CC=C(CC1)N1CCOCC1)C(=O)O (methyl 4-morpholinocyclohex-3-enecarboxylic acid). Yield: 103.3%. RXN SMILES: [CH3:1][C:2]1([C:9]([OH:11])=[O:10])[CH2:7][CH2:6][C:5](=O)[CH2:4][CH2:3]1.[NH:12]1[CH2:17][CH2:16][O:15][CH2:14][CH2:13]1>C1(C)C=CC=CC=1.C1(C)C=CC(S(O)(=O)=O)=CC=1>[CH3:1][C:2]1([C:9]([OH:11])=[O:10])[CH2:7][CH2:6][C:5]([N:12]2[CH2:17][CH2:16][O:15][CH2:14][CH2:13]2)=[CH:4][CH2:3]1. Procedure details: The solution of methyl 4-oxocyclohexanecarboxylic acid (172.0 g, 1.01 mol), morpholine (97.0 g, 1.11 mol) and p-toluenesulfonic acid (200 mg) in toluene (500 mL) was stirred 18 h at reflux. The reaction mixture was concentrated in vacuum to give 235 g methyl 4-morpholinocyclohex-3-enecarboxylic acid. The compound was used in the next reaction without further purification. Starting materials: CN1C(=O)C(=O)c2cc(S(=O)(=O)N3CCCC3COc3ccccc3)ccc21, CSc1ccc(CBr)cc1. Product: CSc1ccc(CN2C(=O)C(=O)c3cc(S(=O)(=O)N4CCCC4COc4ccccc4)ccc32)cc1. Reaction SMILES: [CH3:1][N:2]1[C:3](=[O:28])[C:4](=[O:27])[c:5]2[cH:6][c:7]([S:11](=[O:12])(=[O:13])[N:14]3[CH:15]([CH2:19][O:20][c:21]4[cH:22][cH:23][cH:24][cH:25][cH:26]4)[CH2:16][CH2:17][CH2:18]3)[cH:8][cH:9][c:10]21.[CH3:29][S:30][c:31]1[cH:32][cH:33][c:34]([CH2:35][Br:36])[cH:37][cH:38]1>>[CH2:1]([N:2]1[C:3](=[O:28])[C:4](=[O:27])[c:5]2[cH:6][c:7]([S:11](=[O:12])(=[O:13])[N:14]3[CH:15]([CH2:19][O:20][c:21]4[cH:22][cH:23][cH:24][cH:25][cH:26]4)[CH2:16][CH2:17][CH2:18]3)[cH:8][cH:9][c:10]21)[c:34]1[cH:33][cH:32][c:31]([S:30][CH3:29])[cH:38][cH:37]1. Starting materials: Cl.NS(=O)(=O)C1=CC=C(CN)C=C1 (4-aminosulfonylbenzylamine hydrochloride), C(=O)(C(F)(F)F)O (TFA), NC=1SC(=C(N1)C)C(=O)OCC (ethyl 2-amino-4-methyl-5-thiazole carboxylate), O.CO (water methanol), O.CO (water methanol), Cl.CS(=O)(=O)C1=CC=C(CN)C=C1 (4-methylsulfonylbenzylamine hydrochloride), NC=1SC(=C(N1)C(F)(F)F)C(=O)OCC (ethyl 2-amino-4-trifluoromethyl-5-thiazole carboxylate), C(=O)(C(F)(F)F)O (TFA). Yields the product NS(=O)(=O)C1=CC=C(C=C1)CNC1=NC(=NC2=CC(=C(C=C12)OC)OC)NC=1SC(=C(N1)C(F)(F)F)C(=O)OCC (2-[[4-[[[4-(Aminosulfonyl)phenyl]methyl]amino]-6,7-dimethoxy-2-quinazolinyl]amino]-4-trifluoromethyl-5-thiazolecarboxylic acid, ethyl ester). Reaction SMILES: Cl.[NH2:2][S:3]([C:6]1[CH:13]=[CH:12][C:9]([CH2:10][NH2:11])=[CH:8][CH:7]=1)(=[O:5])=[O:4].Cl.CS([C:19]1[CH:26]=CC(CN)=CC=1)(=O)=O.[NH2:27][C:28]1[S:29][C:30]([C:37]([O:39][CH2:40][CH3:41])=[O:38])=[C:31]([C:33]([F:36])([F:35])[F:34])[N:32]=1.[NH2:42][C:43]1S[C:45]([C:49]([O:51][CH2:52]C)=O)=[C:46]([CH3:48])[N:47]=1.[C:54](O)(C(F)(F)F)=[O:55].O.[CH3:62]O>>[NH2:2][S:3]([C:6]1[CH:7]=[CH:8][C:9]([CH2:10][NH:11][C:62]2[C:48]3[C:46](=[CH:45][C:49]([O:51][CH3:52])=[C:26]([O:55][CH3:54])[CH:19]=3)[N:47]=[C:43]([NH:27][C:28]3[S:29][C:30]([C:37]([O:39][CH2:40][CH3:41])=[O:38])=[C:31]([C:33]([F:36])([F:34])[F:35])[N:32]=3)[N:42]=2)=[CH:12][CH:13]=1)(=[O:4])=[O:5] |f:0.1,2.3,7.8|. Procedure: A14 was prepared in an manner analogous to example A1 with the exception that in step A1.1 4-aminosulfonylbenzylamine hydrochloride was substituted for 4-methylsulfonylbenzylamine hydrochloride, and in step A1.2 ethyl 2-amino-4-trifluoromethyl-5-thiazole carboxylate was substituted for ethyl 2-amino-4-methyl-5-thiazole carboxylate. LCMS=Ret. Time=1.61 min*, M+=613.20* HPLC conditions used to determine retention times; 2 min gradient 0–100% B in A(A; 0.1% TFA in 90/10 water/methanol; B; 0.1% TFA ...